This data is from the Open Reaction Database (ORD), a public repository of structured organic reaction records. The task is: describe an organic reaction: reactants, conditions, products, and yield Reactants: FC(F)(F)Br, CCN(CC)P(N(CC)CC)N(CC)CC, CC(C)=O, ClCCl, ClP(c1ccccc1)c1ccccc1. The product is FC(F)(F)P(c1ccccc1)c1ccccc1. RXN SMILES: [Br:18][C:19]([F:20])([F:21])[F:22].[CH2:23]([N:24]([CH2:25][CH3:26])[P:27]([N:28]([CH2:29][CH3:30])[CH2:31][CH3:32])[N:33]([CH2:34][CH3:35])[CH2:36][CH3:37])[CH3:38].[CH3:39][C:40](=[O:41])[CH3:42].[Cl:15][CH2:16][Cl:17].[Cl:1][P:2]([c:3]1[cH:4][cH:5][cH:6][cH:7][cH:8]1)[c:9]1[cH:10][cH:11][cH:12][cH:13][cH:14]1>>[P:2]([c:3]1[cH:4][cH:5][cH:6][cH:7][cH:8]1)([c:9]1[cH:10][cH:11][cH:12][cH:13][cH:14]1)[C:19]([F:20])([F:21])[F:22]. Starting materials: Nc1n[nH]c2cc(Br)ccc12, CCCC(=O)Cl, c1ccncc1. Product: CCCC(=O)Nc1n[nH]c2cc(Br)ccc12. Reaction SMILES: [Br:7][c:8]1[cH:9][cH:10][c:11]2[c:12]([NH2:17])[n:13][nH:14][c:15]2[cH:16]1.[C:1]([CH2:2][CH2:3][CH3:4])(=[O:5])[Cl:6].[cH:18]1[cH:19][cH:20][n:21][cH:22][cH:23]1>>[C:1]([CH2:2][CH2:3][CH3:4])(=[O:5])[NH:17][c:12]1[c:11]2[cH:10][cH:9][c:8]([Br:7])[cH:16][c:15]2[nH:14][n:13]1. Product: CCOC(=O)NNc1ccnc2c(NC(=O)c3c(Cl)cccc3Cl)cccc12. Reactants: NNc1ccnc2c(NC(=O)c3c(Cl)cccc3Cl)cccc12, CCOC(=O)Cl, ClCCl, c1ccncc1. RXN SMILES: [Cl:1][c:2]1[c:3]([C:4](=[O:5])[NH:6][c:7]2[cH:8][cH:9][cH:10][c:11]3[c:12]([NH:17][NH2:18])[cH:13][cH:14][n:15][c:16]23)[c:19]([Cl:23])[cH:20][cH:21][cH:22]1.[Cl:24][C:25](=[O:26])[O:27][CH2:28][CH3:29].[Cl:36][CH2:37][Cl:38].[cH:30]1[cH:31][cH:32][n:33][cH:34][cH:35]1>>[Cl:1][c:2]1[c:3]([C:4](=[O:5])[NH:6][c:7]2[cH:8][cH:9][cH:10][c:11]3[c:12]([NH:17][NH:18][C:25](=[O:26])[O:27][CH2:28][CH3:29])[cH:13][cH:14][n:15][c:16]23)[c:19]([Cl:23])[cH:20][cH:21][cH:22]1. Reactants: O=C1NC(N(C1)CC(=O)[O-])=O (dioxoimidazolidine-1-acetate), [N+](=O)([O-])C=1C=C(CN2C(N(C(C2=O)=O)CC(=O)O)=S)C=CC1 (3-(3-nitrobenzyl)-4,5-dioxo-2-thioxoimidazolidine-1-acetic acid), Cl (hydrochloric acid). Run in C(C)(=O)O (acetic acid). Conditions: time 2 hour. The product is OC1C(N(C(N1CC(=O)O)=O)CC1=CC(=CC=C1)[N+](=O)[O-])=O (5-hydroxy-3-(3-nitrobenzyl)-2,4-dioxoimidazolidine-1-acetic acid). RXN SMILES: [O:1]=C1CN(CC([O-])=O)C(=O)N1.[N+:12]([C:15]1[CH:16]=[C:17]([CH:31]=[CH:32][CH:33]=1)[CH2:18][N:19]1[C:23](=[O:24])[C:22](=[O:25])[N:21]([CH2:26][C:27]([OH:29])=[O:28])[C:20]1=S)([O-:14])=[O:13].Cl>C(O)(=O)C>[OH:25][CH:22]1[N:21]([CH2:26][C:27]([OH:29])=[O:28])[C:20](=[O:1])[N:19]([CH2:18][C:17]2[CH:31]=[CH:32][CH:33]=[C:15]([N+:12]([O-:14])=[O:13])[CH:16]=2)[C:23]1=[O:24]. Procedure details: The above-prepared dioxoimidazolidine-1-acetate product of paragraph (2) (15 g) was suspended in a mixed solvent of acetic acid and hydrochloric acid and the mixture was heated to reflux with stirring for two hours. Then the mixture was concentrated in vacuo, ether-chloroform was added thereto. The crystals were dislodged from the wall of the reaction flask with a spatula. The solid was washed with ether and recrystallized from a mixed solvent of ethanol and water to give 8.1 g of 5-hydroxy-3-(3... The reactants are CN(C=C(C(CCC)=O)C1=CC=CC=C1)C (1-(dimethylamino)-2-phenylhex-1-en-3-one), O.NN (hydrazine hydrate). The solvent is C(C)O (ethanol). Conditions: temperature 80 celsius, time 3 hour. Product: C1(=CC=CC=C1)C=1C=NNC1CCC (4-Phenyl-5-propyl-1H-pyrazole). Isolated yield 99.8%. RXN SMILES: C[N:2](C)[CH:3]=[C:4]([C:10]1[CH:15]=[CH:14][CH:13]=[CH:12][CH:11]=1)[C:5](=O)[CH2:6][CH2:7][CH3:8].O.[NH2:18]N>C(O)C>[C:10]1([C:4]2[CH:3]=[N:2][NH:18][C:5]=2[CH2:6][CH2:7][CH3:8])[CH:15]=[CH:14][CH:13]=[CH:12][CH:11]=1 |f:1.2|. Procedure details: To a solution of 1-(dimethylamino)-2-phenylhex-1-en-3-one (3.51 g, 16.2 mmol) in ethanol (80.0 mL), was added hydrazine hydrate (1.57 mL, 32.4 mmol). The reaction mixture was stirred at 80° C. After 3 h, the reaction mixture was cooled to room temperature, concentrated under reduced pressure and crystallized in 20% ethanol/H2O to give the title compound as a white solid (3.01 g). LCMS m/z=187.1 [M+H]+; 1H NMR (400 MHz, CDCl3) δ ppm 0.92-1.00 (m, 3H), 1.64-1.76 (m, 2H), 2.75-2.84 (m, 2H), 7.36-7.... The reactants are OC1=C(C=C(C=O)C=C1)[N+](=O)[O-] (4-hydroxy-3-nitrobenzaldehyde), C(CCO)O (1,3-propanediol), C1(=CC=C(C=C1)S(=O)(=O)O)C.[NH+]1=CC=CC=C1 (pyridinium p-toluenesulfonic acid). The solvent is C1(=CC=CC=C1)C (toluene). The product is O1C(OCCC1)C1=CC(=C(C=C1)O)[N+](=O)[O-] (4-(1,3-dioxan-2-yl)-2-nitrophenol). Yield: 85.3%. Reaction SMILES: [OH:1][C:2]1[CH:9]=[CH:8][C:5]([CH:6]=[O:7])=[CH:4][C:3]=1[N+:10]([O-:12])=[O:11].[CH2:13](O)[CH2:14][CH2:15][OH:16].C1(C)C=CC(S(O)(=O)=O)=CC=1.[NH+]1C=CC=CC=1>C1(C)C=CC=CC=1>[O:7]1[CH2:13][CH2:14][CH2:15][O:16][CH:6]1[C:5]1[CH:8]=[CH:9][C:2]([OH:1])=[C:3]([N+:10]([O-:12])=[O:11])[CH:4]=1 |f:2.3|. Procedure details: A mixture of 8 g of 4-hydroxy-3-nitrobenzaldehyde,16 g of 1,3-propanediol, a catalytic amount of pyridinium p-toluenesulfonic acid and 250 ml of toluene was azeotropically dehydrated with heating under reflux. The reaction mixture was cooled, washed with water, dried over anhydrous magnesium sulfate and then concentrated under reduced pressure. The residue was recrystallized from toluene-n-hexane to obtain 9.2 g of 4-(1,3-dioxan-2-yl)-2-nitrophenol. The reactants are IC1=CC=C2C(=CC(=NC2=C1)NN)C1=CC=CC=C1 ((7-Iodo-4-phenyl-quinolin-2-yl)-hydrazine), C(C)(OC)(OC)OC (trimethyl orthoacetate). Solvent: CCO (EtOH). Run at temperature 80 celsius. Yields the product IC1=CC=C2C(=CC=3N(C2=C1)C(=NN3)C)C3=CC=CC=C3 (8-Iodo-1-methyl-5-phenyl-[1,2,4]triazolo[4,3-a]quinoline). Reaction SMILES: [I:1][C:2]1[CH:11]=[C:10]2[C:5]([C:6]([C:14]3[CH:19]=[CH:18][CH:17]=[CH:16][CH:15]=3)=[CH:7][C:8]([NH:12][NH2:13])=[N:9]2)=[CH:4][CH:3]=1.[C:20](OC)(OC)(OC)[CH3:21]>CCO>[I:1][C:2]1[CH:11]=[C:10]2[C:5]([C:6]([C:14]3[CH:19]=[CH:18][CH:17]=[CH:16][CH:15]=3)=[CH:7][C:8]3[N:9]2[C:20]([CH3:21])=[N:13][N:12]=3)=[CH:4][CH:3]=1. Procedure: To (7-Iodo-4-phenyl-quinolin-2-yl)-hydrazine (400 mg, 1.1 mmol) in EtOH (5 mL) was added trimethyl orthoacetate (2 mL), and the reaction was heated to 80° C. overnight. After cooling to room temperature, the mixture was concentrated and purified by silica gel chromatography (40-100% EtOAc in hexanes) to give the desired product, 5u. Product: CCOC(=O)CC(Cc1ccc(-c2ccccc2)cc1)NC(=O)OC(C)(C)C. The reactants are CCOC(=O)CC(Cc1ccc(Br)cc1)NC(=O)OC(C)(C)C, O=C([O-])[O-], Cc1ccccc1, [Na+], [Na+], OB(O)c1ccccc1, c1ccc(P(c2ccccc2)(c2ccccc2)[Pd](P(c2ccccc2)(c2ccccc2)c2ccccc2)(P(c2ccccc2)(c2ccccc2)c2ccccc2)P(c2ccccc2)(c2ccccc2)c2ccccc2)cc1. Reaction SMILES: [Br:1][c:2]1[cH:3][cH:4][c:5]([CH2:8][CH:9]([CH2:10][C:11](=[O:12])[O:13][CH2:14][CH3:15])[NH:16][C:17](=[O:18])[O:19][C:20]([CH3:21])([CH3:22])[CH3:23])[cH:6][cH:7]1.[C:33](=[O:34])([O-:35])[O-:36].[CH3:39][c:40]1[cH:41][cH:42][cH:43][cH:44][cH:45]1.[Na+:37].[Na+:38].[OH:24][B:25]([OH:26])[c:27]1[cH:28][cH:29][cH:30][cH:31][cH:32]1.[cH:46]1[cH:47][cH:48][c:49]([P:50]([Pd:51]([P:52]([c:53]2[cH:54][cH:55][cH:56][cH:57][cH:58]2)([c:59]2[cH:60][cH:61][cH:62][cH:63][cH:64]2)[c:65]2[cH:66][cH:67][cH:68][cH:69][cH:70]2)([P:71]([c:72]2[cH:73][cH:74][cH:75][cH:76][cH:77]2)([c:78]2[cH:79][cH:80][cH:81][cH:82][cH:83]2)[c:84]2[cH:85][cH:86][cH:87][cH:88][cH:89]2)[P:90]([c:91]2[cH:92][cH:93][cH:94][cH:95][cH:96]2)([c:97]2[cH:98][cH:99][cH:100][cH:101][cH:102]2)[c:103]2[cH:104][cH:105][cH:106][cH:107][cH:108]2)([c:109]2[cH:110][cH:111][cH:112][cH:113][cH:114]2)[c:115]2[cH:116][cH:117][cH:118][cH:119][cH:120]2)[cH:121][cH:122]1>>[c:2]1(-[c:27]2[cH:28][cH:29][cH:30][cH:31][cH:32]2)[cH:3][cH:4][c:5]([CH2:8][CH:9]([CH2:10][C:11](=[O:12])[O:13][CH2:14][CH3:15])[NH:16][C:17](=[O:18])[O:19][C:20]([CH3:21])([CH3:22])[CH3:23])[cH:6][cH:7]1.